From a dataset of the Open Reaction Database (ORD), a public repository of structured organic reaction records. describe an organic reaction: reactants, conditions, products, and yield Starting materials: COC1=C(C=CC(=C1)C=1OC(=CN1)C)C1=CC=C(N=N1)N(C1CC(NC(C1)(C)C)(C)C)C (6-(2-methoxy-4-(5-methyloxazol-2-yl)phenyl)-N-methyl-N-(2,2,6,6-tetramethylpiperidin-4-yl)pyridazin-3-amine), [Li+].[I-] (LiI). Run in CO (MeOH), CCOC(=O)C (EtOAc), O (H2O), N1=C(C=C(C=C1C)C)C (2,4,6 collidine). Reaction conditions: temperature 170 celsius, time 4 hour. Yields the product CN(C1=CC=C(N=N1)C1=C(C=C(C=C1)C=1OC(=CN1)C)O)C1CC(NC(C1)(C)C)(C)C (2-(6-(methyl(2,2,6,6-tetramethylpiperidin-4-yl)amino)pyridazin-3-yl)-5-(5-methyloxazol-2-yl)phenol). Yield: 48.4%. Reaction SMILES: C[O:2][C:3]1[CH:8]=[C:7]([C:9]2[O:10][C:11]([CH3:14])=[CH:12][N:13]=2)[CH:6]=[CH:5][C:4]=1[C:15]1[N:20]=[N:19][C:18]([N:21]([CH3:32])[CH:22]2[CH2:27][C:26]([CH3:29])([CH3:28])[NH:25][C:24]([CH3:31])([CH3:30])[CH2:23]2)=[CH:17][CH:16]=1.[Li+].[I-]>N1C(C)=CC(C)=CC=1C.CO.CCOC(C)=O.O>[CH3:32][N:21]([CH:22]1[CH2:27][C:26]([CH3:29])([CH3:28])[NH:25][C:24]([CH3:31])([CH3:30])[CH2:23]1)[C:18]1[N:19]=[N:20][C:15]([C:4]2[CH:5]=[CH:6][C:7]([C:9]3[O:10][C:11]([CH3:14])=[CH:12][N:13]=3)=[CH:8][C:3]=2[OH:2])=[CH:16][CH:17]=1 |f:1.2|. Procedure: To a solution of 6-(2-methoxy-4-(5-methyloxazol-2-yl)phenyl)-N-methyl-N-(2,2,6,6-tetramethylpiperidin-4-yl)pyridazin-3-amine (106 mg, 0.24 mmol) in 2,4,6 collidine (8 mL, dried over MgSO4, and filtered), was added anhydrous LiI (292 mg, 2.18 mmol). The reaction was stirred at 170° C. for 4 h, then cooled and diluted with small amounts of MeOH and EtOAc (150 mL) and H2O (30 mL). The organic layer was washed with brine, dried over Na2SO4, filtered and concentrated under reduced pressure. The crude... Reactants: CCO, CCOC(C)=O, C=CCOC(=O)c1cc([N+](=O)[O-])ccc1N1CCOCC1, O, O, Cl[Sn]Cl. The product is C=CCOC(=O)c1cc(N)ccc1N1CCOCC1. RXN SMILES: [CH3:27][CH2:28][OH:29].[CH3:30][CH2:31][O:32][C:33]([CH3:34])=[O:35].[O:6]1[CH2:7][CH2:8][N:9]([c:12]2[c:13]([C:14](=[O:15])[O:16][CH2:17][CH:18]=[CH2:19])[cH:20][c:21]([N+:24]([O-:25])=[O:26])[cH:22][cH:23]2)[CH2:10][CH2:11]1.[OH2:1].[OH2:2].[Sn:3]([Cl:4])[Cl:5]>>[O:6]1[CH2:7][CH2:8][N:9]([c:12]2[c:13]([C:14](=[O:15])[O:16][CH2:17][CH:18]=[CH2:19])[cH:20][c:21]([NH2:24])[cH:22][cH:23]2)[CH2:10][CH2:11]1. The reactants are [BH4-], Br, CC(C)(C)OC(=O)C1CN(CC(=O)c2ccc(C#N)cc2)C1, CO, [Na+]. The product is CC(C)(C)OC(=O)C1CN(CC(O)c2ccc(C#N)cc2)C1. Reaction SMILES: [BH4-:24].[BrH:23].[C:1](#[N:2])[c:3]1[cH:4][cH:5][c:6]([C:9]([CH2:10][N:11]2[CH2:12][CH:13]([C:15](=[O:16])[O:17][C:18]([CH3:19])([CH3:20])[CH3:21])[CH2:14]2)=[O:22])[cH:7][cH:8]1.[CH3:26][OH:27].[Na+:25]>>[C:1](#[N:2])[c:3]1[cH:4][cH:5][c:6]([CH:9]([CH2:10][N:11]2[CH2:12][CH:13]([C:15](=[O:16])[O:17][C:18]([CH3:19])([CH3:20])[CH3:21])[CH2:14]2)[OH:22])[cH:7][cH:8]1. The reactants are BrB(Br)Br, CNCC(c1ccc(Br)cc1)c1ccc(OC)cc1, ClCCl, [Na+], O=C([O-])O. Product: CNCC(c1ccc(O)cc1)c1ccc(Br)cc1. Reaction SMILES: [B:1]([Br:2])([Br:3])[Br:4].[Br:5][c:6]1[cH:7][cH:8][c:9]([CH:12]([CH2:13][NH:14][CH3:15])[c:16]2[cH:17][cH:18][c:19]([O:22][CH3:23])[cH:20][cH:21]2)[cH:10][cH:11]1.[Cl:24][CH2:25][Cl:26].[Na+:31].[O-:27][C:28]([OH:29])=[O:30]>>[Br:5][c:6]1[cH:7][cH:8][c:9]([CH:12]([CH2:13][NH:14][CH3:15])[c:16]2[cH:17][cH:18][c:19]([OH:22])[cH:20][cH:21]2)[cH:10][cH:11]1.